Dataset: the Open Reaction Database (ORD), a public repository of structured organic reaction records. Task: describe an organic reaction: reactants, conditions, products, and yield Reactants: CC1(OC(C(O1)=O)C(C(=O)O)CCCC)C (2-(2,2-dimethyl-4-oxo-1,3-dioxolan-5-yl)hexanoic acid), N1C(CCC1)C1=NC=CC=C1 (2-pyrrolidin-2-yl-pyridine). Yields the product O[C@H](C(=O)O)[C@@H](CCCC)C(=O)N1C(CCC1)C1=NC=CC=C1 ((S)-hydroxy-3 (R)-[2 (R/S)-pyridin-2-yl-pyrrolidine-1-carbonyl)-heptanoic acid). RXN SMILES: CC1(C)[O:6][C:5](=[O:7])[CH:4]([CH:8]([CH2:12][CH2:13][CH2:14][CH3:15])[C:9]([OH:11])=O)[O:3]1.[NH:17]1[CH2:21][CH2:20][CH2:19][CH:18]1[C:22]1[CH:27]=[CH:26][CH:25]=[CH:24][N:23]=1>>[OH:3][C@@H:4]([C@H:8]([C:9]([N:17]1[CH2:21][CH2:20][CH2:19][CH:18]1[C:22]1[CH:27]=[CH:26][CH:25]=[CH:24][N:23]=1)=[O:11])[CH2:12][CH2:13][CH2:14][CH3:15])[C:5]([OH:6])=[O:7]. Procedure: The title compound is prepared from 2-(2,2-dimethyl-4-oxo-1,3-dioxolan-5-yl)hexanoic acid B-5 and commercially available 2-pyrrolidin-2-yl-pyridine A-5 according to General Procedure B. The reactants are O.NN (hydrazine hydrate), C(C1=CC=CC=C1)(C1=CC=CC=C1)N1CC(C1)N1C(C=2C(C1=O)=CC=CC2)=O (1-benzhydryl-3-phthalimidoazetidine), C(C)OCC (diethyl ether). Run in CO (methanol). Conditions: temperature 10 celsius. Yields the product NC1CN(C1)C(C1=CC=CC=C1)C1=CC=CC=C1 (3-amino-1-benzhydrylazetidine). Yield: 96.3%. RXN SMILES: [CH:1]([N:14]1[CH2:17][CH:16]([N:18]2C(=O)C3=CC=CC=C3C2=O)[CH2:15]1)([C:8]1[CH:13]=[CH:12][CH:11]=[CH:10][CH:9]=1)[C:2]1[CH:7]=[CH:6][CH:5]=[CH:4][CH:3]=1.O.NN.C(OCC)C>CO>[NH2:18][CH:16]1[CH2:17][N:14]([CH:1]([C:2]2[CH:7]=[CH:6][CH:5]=[CH:4][CH:3]=2)[C:8]2[CH:13]=[CH:12][CH:11]=[CH:10][CH:9]=2)[CH2:15]1 |f:1.2|. Reported procedure: A mixture of 0.244 mol of 1-benzhydryl-3-phthalimidoazetidine in 1000 ml of anhydrous methanol is heated at reflux for 15 minutes, then, after removing the heating bath, 0.339 mol of 85% hydrazine hydrate are added thereto. The mixture is heated at reflux for 30 minutes, then a solid white product begins to precipitate from the limpid solution thus obtained. The mixture is again heated for 90 minutes, then it is cooled at 10° C. One liter of diethyl ether is added to the mixture which is then fi... Reactants: C1CCOC1, C[O-], CO, COC(=O)c1cc(CI)on1, [Na+], [Na]. Product: COCc1cc(C(=O)OC)no1. RXN SMILES: [CH2:18]1[O:19][CH2:20][CH2:21][CH2:22]1.[CH3:12][O-:13].[CH3:16][OH:17].[I:1][CH2:2][c:3]1[cH:4][c:5]([C:8](=[O:9])[O:10][CH3:11])[n:6][o:7]1.[Na+:14].[Na:15]>>[CH2:2]([c:3]1[cH:4][c:5]([C:8](=[O:9])[O:10][CH3:11])[n:6][o:7]1)[O:13][CH3:12]. The reactants are N#N (N2), CC=1OC(=CC1C(=O)O)C1=C(C=C(C=C1)NC(CC1=CC(=C(C(=C1)O)O)O)=O)[N+](=O)[O-] (2-Methyl-5-{2-nitro-4-[2-(3,4,5-trihydroxy-phenyl)-acetylamino]-phenyl}-furan-3-carboxylic acid). Reagents/catalysts: [Pd] (Pd on carbon), [Pd] (Pd). Run in CO (MeOH). Reaction conditions: time 17 hour. The product is NC1=C(C=CC(=C1)NC(CC1=CC(=C(C(=C1)O)O)O)=O)C1=CC(=C(O1)C)C(=O)O (5-{2-Amino-4-[2-(3,4,5-trihydroxy-phenyl)-acetylamino]-phenyl}-2-methyl-furan-3-carboxylic acid). Yield: 23.1%. RXN SMILES: N#N.[CH3:3][C:4]1[O:5][C:6]([C:12]2[CH:17]=[CH:16][C:15]([NH:18][C:19](=[O:30])[CH2:20][C:21]3[CH:26]=[C:25]([OH:27])[C:24]([OH:28])=[C:23]([OH:29])[CH:22]=3)=[CH:14][C:13]=2[N+:31]([O-])=O)=[CH:7][C:8]=1[C:9]([OH:11])=[O:10]>CO.[Pd]>[NH2:31][C:13]1[CH:14]=[C:15]([NH:18][C:19](=[O:30])[CH2:20][C:21]2[CH:22]=[C:23]([OH:29])[C:24]([OH:28])=[C:25]([OH:27])[CH:26]=2)[CH:16]=[CH:17][C:12]=1[C:6]1[O:5][C:4]([CH3:3])=[C:8]([C:9]([OH:11])=[O:10])[CH:7]=1. Reported procedure: (The following reaction is done in an N2 atmosphere.) Dissolve 2-Methyl-5-{2-nitro-4-[2-(3,4,5-trihydroxy-phenyl)-acetylamino]-phenyl}-furan-3-carboxylic acid (61) (21 mg, 0.05 mmol) in MeOH (1.5 mL) and add Pd on carbon (10% (w/w) Pd content, 11.5 mg, 0.005 mmol) followed by NH4CO2H (68 mg, 1.08 mmol) at rt. Degas the reaction mixture carefully (flush with N2) and stir it for 17 h at rt. Filtrate reaction mixture through a short pad of celite and remove solvent. Purify the crude product by prep... Reactants: CC(C)(C)C=1C(=CC(=C(C1)C(C)=O)O)OC (1-[5-(1,1-dimethylethyl)-2-hydroxy-4-methoxyphenyl]ethanone), BrBr (bromine), O (Water). Run in C(Cl)Cl (methylene chloride). Reaction conditions: time 2 hour. The product is BrC=1C(=C(C=C(C1OC)C(C)(C)C)C(C)=O)O (1-[3-bromo-5-(1,1-dimethylethyl)-2-hydroxy-4-methoxyphenyl]ethanone). The yield is 59.9%. Reaction SMILES: [CH3:1][C:2]([C:5]1[C:6]([O:15][CH3:16])=[CH:7][C:8]([OH:14])=[C:9]([C:11](=[O:13])[CH3:12])[CH:10]=1)([CH3:4])[CH3:3].[Br:17]Br.O>C(Cl)Cl>[Br:17][C:7]1[C:8]([OH:14])=[C:9]([C:11](=[O:13])[CH3:12])[CH:10]=[C:5]([C:2]([CH3:1])([CH3:3])[CH3:4])[C:6]=1[O:15][CH3:16]. Procedure: To a solution of 10.7 g (48.1 mmol) of 1-[5-(1,1-dimethylethyl)-2-hydroxy-4-methoxyphenyl]ethanone in 250 ml of methylene chloride was added 8.11 g (50.7 mmol) of bromine. The reaction mixture was stirred at ambient temperature for 2 hours. Water (500 ml) was added. The organic phase was separated, washed with saturated aqueous sodium bicarbonate, dried and evaporated. The residue was filtered through 150 g of silica gel using 10:90 (v/v) ether:hexane as eluent. There was obtained 8.70 g (28.8 m...